Task: describe an organic reaction: reactants, conditions, products, and yield. Dataset: the Open Reaction Database (ORD), a public repository of structured organic reaction records Reactants: O (water), ClC1=C(C=C(C=C1)OC)F (1-chloro-2-fluoro-4-methoxybenzene), [Al+3].[Cl-].[Cl-].[Cl-] (AlCl3), C(C)(=O)Cl (acetyl chloride). The solvent is C[N+](=O)[O-] (CH3NO2). Conditions: time 8 hour. Yields the product ClC=1C(=CC(=C(C1)C(C)=O)OC)F (1-(5-Chloro-4-fluoro-2-methoxyphenyl)ethanone). Isolated yield 46.0%. Reaction SMILES: [Cl:1][C:2]1[CH:7]=[CH:6][C:5]([O:8][CH3:9])=[CH:4][C:3]=1[F:10].[Al+3].[Cl-].[Cl-].[Cl-].[C:15](Cl)(=[O:17])[CH3:16].O>C[N+]([O-])=O>[Cl:1][C:2]1[C:3]([F:10])=[CH:4][C:5]([O:8][CH3:9])=[C:6]([C:15](=[O:17])[CH3:16])[CH:7]=1 |f:1.2.3.4|. Procedure details: To a stirred solution of DMF (10 mL) and 4-chloro-3-fluorophenol (1 g, 6.84 mmol) at RT, K2CO3 (1.4 g, 10.3 mmol) was added and solution was allowed to stir at room temperature for additional 15 min. Methyl iodide (1.16 g, 8.21 mmol) was added to the mixture and mixture was allowed to stir for overnight at RT. After the completion of reaction 10 mL of water was added and was extracted with ethyl acetate (3×15 mL) and the resulting organic layer was washed with water, brine and dried. 1-chloro-2-...